This data is from the Open Reaction Database (ORD), a public repository of structured organic reaction records. The task is: describe an organic reaction: reactants, conditions, products, and yield Starting materials: Br[Si](C)(C)C (bromotrimethylsilane), C(C)(=O)C=1C=CC(=NC1)N1N=NC=C1 (5-acetyl-2-(1H-1,2,3-triazole-1-yl)pyridine), O (water). The solvent is C(C)N(CC)CC (triethylamine), ClCCl (dichloromethane). Conditions: temperature 0 celsius, time 17 hour. Yields the product BrCC(=O)C=1C=CC(=NC1)N1N=NC=C1 (5-(2-bromoacetyl)-2-(1H-1,2,3-triazole-1-yl)pyridine). As a reaction SMILES: [C:1]([C:4]1[CH:5]=[CH:6][C:7]([N:10]2[CH:14]=[CH:13][N:12]=[N:11]2)=[N:8][CH:9]=1)(=[O:3])[CH3:2].[Br:15][Si](C)(C)C.O>ClCCl.C(N(CC)CC)C>[Br:15][CH2:2][C:1]([C:4]1[CH:5]=[CH:6][C:7]([N:10]2[CH:14]=[CH:13][N:12]=[N:11]2)=[N:8][CH:9]=1)=[O:3]. Reported procedure: Next, the obtained 5-acetyl-2-(1H-1,2,3-triazole-1-yl)pyridine is dissolved in dichloromethane and triethylamine. The resulting solution is cooled down to about 0° C., and then bromotrimethylsilane is added thereto. This reaction solution is stirred at room temperature for 10-24 hours. Then, the reaction solution is poured into water and extracted with dichloromethane, and the dichloromethane layer is concentrated. The oily substance resulting from concentration is dried sufficiently and dissolv... The reactants are BrCCc1ccccc1, CCOC(=O)CSCc1ccc(C)cc1, CCO, CCOC(=O)CS. The product is CCOC(=O)CSCCc1ccccc1. Reaction SMILES: [Br:16][CH2:17][CH2:18][c:19]1[cH:20][cH:21][cH:22][cH:23][cH:24]1.[CH3:1][c:2]1[cH:3][cH:4][c:5]([CH2:6][S:7][CH2:8][C:9](=[O:10])[O:11][CH2:12][CH3:13])[cH:14][cH:15]1.[CH3:32][CH2:33][OH:34].[SH:25][CH2:26][C:27]([O:28][CH2:29][CH3:30])=[O:31]>>[S:7]([CH2:8][C:9](=[O:10])[O:11][CH2:12][CH3:13])[CH2:17][CH2:18][c:19]1[cH:20][cH:21][cH:22][cH:23][cH:24]1. Procedure details: Mix 5.1 g (0.02 mol) of 3-[(S)-1-(methyl-[(5)-1-phenylethyl]amino)ethyl]phenol (formula V) with 20 ml of ethyl acetate and 11.3 g (0.08 mol) of methyl iodide at room temperature, and heat the mixture to 60° C. for 10 hours. After cooling it to room temperature, filter and dry it to obtain 7.0 g yellow solid with a yield of 88%. Conditions: temperature 60 celsius. Product: [I-].OC=1C=C(C=CC1)[C@H](C)[N+]([C@@H](C)C1=CC=CC=C1)(C)C ((S)-1-(3-hydroxyphenyl)-N,N-dimethyl-N—((S)-1-phenylethyl)ethanaminium iodide). The yield is 88.1%. Reactants: CN([C@@H](C)C=1C=C(C=CC1)O)[C@@H](C)C1=CC=CC=C1 (3-[(S)-1-(methyl-[(5)-1-phenylethyl]amino)ethyl]phenol), CI (methyl iodide). RXN SMILES: [CH3:1][N:2]([C@H:12]([C:14]1[CH:19]=[CH:18][CH:17]=[CH:16][CH:15]=1)[CH3:13])[C@H:3]([C:5]1[CH:6]=[C:7]([OH:11])[CH:8]=[CH:9][CH:10]=1)[CH3:4].[CH3:20][I:21]>C(OCC)(=O)C>[I-:21].[OH:11][C:7]1[CH:6]=[C:5]([C@@H:3]([N+:2]([CH3:20])([CH3:1])[C@H:12]([C:14]2[CH:19]=[CH:18][CH:17]=[CH:16][CH:15]=2)[CH3:13])[CH3:4])[CH:10]=[CH:9][CH:8]=1 |f:3.4|. Run in C(C)(=O)OCC (ethyl acetate). The reactants are O=C([O-])O, C1COCCN1, ClCCl, COC=C(C(=O)OC)c1ccccc1COc1cccc(C=O)c1, [Na+]. Yields the product COC=C(C(=O)OC)c1ccccc1COc1cccc(CN2CCOCC2)c1. RXN SMILES: [C:31](=[O:32])([OH:33])[O-:34].[CH2:25]1[CH2:26][O:27][CH2:28][CH2:29][NH:30]1.[CH2:36]([Cl:37])[Cl:38].[CH3:1][O:2][C:3]([C:4](=[CH:5][O:6][CH3:7])[c:8]1[c:9]([CH2:14][O:15][c:16]2[cH:17][c:18]([CH:22]=[O:23])[cH:19][cH:20][cH:21]2)[cH:10][cH:11][cH:12][cH:13]1)=[O:24].[Na+:35]>>[CH3:1][O:2][C:3]([C:4](=[CH:5][O:6][CH3:7])[c:8]1[c:9]([CH2:14][O:15][c:16]2[cH:17][c:18]([CH2:22][N:30]3[CH2:25][CH2:26][O:27][CH2:28][CH2:29]3)[cH:19][cH:20][cH:21]2)[cH:10][cH:11][cH:12][cH:13]1)=[O:24]. Starting materials: FC(C(=O)O)(F)F (trifluoroacetic acid), BrC1=CC=C(C=C1)C1=NC(=NC=C1)NC1=CC=C(C=C1)S(=O)(=O)N (4-{[4-(4-bromophenyl)pyrimidin-2-yl]amino}benzenesulfonamide), C(C)(C)(C)[Si](OC\C=C\B1OC(C(O1)(C)C)(C)C)(C)C (tert-butyl(dimethyl){[(2E)-3-(4,4,5,5-tetramethyl-1,3,2-dioxaborolan-2-yl)prop-2-en-1-yl]oxy}silane), C([O-])([O-])=O.[K+].[K+] (potassium carbonate). The solvent is C1(=CC=CC=C1)C (toluene), O (water), C(C)O (ethanol). Conditions: temperature 85 celsius, time 4 hour. The product is OC/C=C/C1=CC=C(C=C1)C1=NC(=NC=C1)NC1=CC=C(C=C1)S(=O)(=O)N (4-[(4-{4-[(1E)-3-hydroxyprop-1-en-1-yl]phenyl}pyrimidin-2-yl)amino]benzenesulfonamide). Yield: 30.5%. As a reaction SMILES: Br[C:2]1[CH:7]=[CH:6][C:5]([C:8]2[CH:13]=[CH:12][N:11]=[C:10]([NH:14][C:15]3[CH:20]=[CH:19][C:18]([S:21]([NH2:24])(=[O:23])=[O:22])=[CH:17][CH:16]=3)[N:9]=2)=[CH:4][CH:3]=1.C([Si](C)(C)[O:30][CH2:31]/[CH:32]=[CH:33]/B1OC(C)(C)C(C)(C)O1)(C)(C)C.C(=O)([O-])[O-].[K+].[K+].FC(F)(F)C(O)=O>C1(C)C=CC=CC=1.O.C(O)C>[OH:30][CH2:31]/[CH:32]=[CH:33]/[C:2]1[CH:7]=[CH:6][C:5]([C:8]2[CH:13]=[CH:12][N:11]=[C:10]([NH:14][C:15]3[CH:20]=[CH:19][C:18]([S:21]([NH2:24])(=[O:23])=[O:22])=[CH:17][CH:16]=3)[N:9]=2)=[CH:4][CH:3]=1 |f:2.3.4|. Procedure: A flask is charged with 4-{[4-(4-bromophenyl)pyrimidin-2-yl]amino}benzenesulfonamide (0.681 g, 1.68 mmol), tert-butyl(dimethyl){[(2E)-3-(4,4,5,5-tetramethyl-1,3,2-dioxaborolan-2-yl)prop-2-en-1-yl]oxy}silane (1.00 g, 3.35 mmol), (Ph3)4Pd (0.194 g, 0.168 mmol), potassium carbonate (0.695 g, 5.03 mmol), ethanol (3.0 ml), water (3.0 ml), and toluene (25 ml). The reaction mixture is stirred at 85° C. for 4 h. The reaction mixture is cooled to room temperature, and trifluoroacetic acid (1.0 ml) is add... The reactants are NC=1C(=NC=CN1)C(=O)N (3-amino-2-pyrazinecarboxamide), triethyl orthoacetoxyacetate, C(C)(=O)OC(C)=O (acetic anhydride). Run in C(C)O (ethanol). Product: C(C)(=O)OCC1=NC2=NC=CN=C2C(N1)=O (2-Acetoxymethyl-4(3H)-pteridinone). RXN SMILES: [NH2:1][C:2]1[C:3]([C:8]([NH2:10])=[O:9])=[N:4][CH:5]=[CH:6][N:7]=1.[C:11]([O:14][C:15](=O)[CH3:16])(=[O:13])[CH3:12]>C(O)C>[C:11]([O:14][CH2:15][C:16]1[NH:10][C:8](=[O:9])[C:3]2[C:2](=[N:7][CH:6]=[CH:5][N:4]=2)[N:1]=1)(=[O:13])[CH3:12]. Procedure: Obtained using the procedure described in Example 1, starting with 5.3 g (0.038 mole) of 3-amino-2-pyrazinecarboxamide, 34.5 g (0.157 mole) of triethyl orthoacetoxyacetate and 34.5 ml of acetic anhydride. Refluxing time: 1 hour 45 minutes. Yld: 5.4 g (65%), m.p. 210°-212° C. (ethanol). Reactants: C(=O)(C(F)(F)F)O (TFA), solution, C(=O)(C(F)(F)F)O (TFA), ClC1=C(C=CC=C1)S(=O)(=O)NC=1C=C(C2=C(C=CO2)C1)N1CCN(CC1)C(=O)OC(C)(C)C (tert-Butyl 4-(5-{[(2-chlorophenyl)sulfonyl]amino}-1-benzofuran-7-yl)piperazine-1-carboxylate), ClC1=C(C=CC=C1)S(=O)(=O)NC=1C=C(C2=C(C=CO2)C1)N1CCN(CC1)C(=O)OC(C)(C)C (tert-Butyl 4-(5-{[(2-chlorophenyl)sulfonyl]amino}-1-benzofuran-7-yl)piperazine-1-carboxylate). Solvent: C(Cl)Cl (DCM), C(Cl)Cl (DCM). Run at time 30 minute. Product: ClC1=C(C=CC=C1)S(=O)(=O)NC=1C=C(C2=C(C=CO2)C1)N1CCNCC1 (2-Chloro-N-(7-piperazin-1-yl-1-benzofuran-5-yl)benzenesulfonamide). Yield: 78.1%. RXN SMILES: [Cl:1][C:2]1[CH:7]=[CH:6][CH:5]=[CH:4][C:3]=1[S:8]([NH:11][C:12]1[CH:13]=[C:14]([N:21]2[CH2:26][CH2:25][N:24](C(OC(C)(C)C)=O)[CH2:23][CH2:22]2)[C:15]2[O:19][CH:18]=[CH:17][C:16]=2[CH:20]=1)(=[O:10])=[O:9].C(O)(C(F)(F)F)=O>C(Cl)Cl>[Cl:1][C:2]1[CH:7]=[CH:6][CH:5]=[CH:4][C:3]=1[S:8]([NH:11][C:12]1[CH:13]=[C:14]([N:21]2[CH2:22][CH2:23][NH:24][CH2:25][CH2:26]2)[C:15]2[O:19][CH:18]=[CH:17][C:16]=2[CH:20]=1)(=[O:9])=[O:10]. Procedure details: tert-Butyl 4-(5-{[(2-chlorophenyl)sulfonyl]amino}-1-benzofuran-7-yl)piperazine-1-carboxylate (0.66 g, 1.34 mmol; Intermediate 19) was dissolved in DCM (5 mL) and TFA was added (30% solution of TFA in DCM; 5 mL) and the mixture was stirred for 30 min. The solvents were evaporated. The residue was dissolved in water, pH adjusted to pH 8 and extracted with EtOAc. The organic layer was dried and evaporated to give 0.41 g (80%) of the title product that was used in the next step without further purif...